From a dataset of the Open Reaction Database (ORD), a public repository of structured organic reaction records. describe an organic reaction: reactants, conditions, products, and yield The reactants are CCNCC, C1CCOC1, O=C(ON1C(=O)CCC1=O)C(O)c1ccccc1, O. The product is CCN(CC)C(=O)C(O)c1ccccc1. As a reaction SMILES: [CH2:19]([CH3:20])[NH:21][CH2:22][CH3:23].[CH2:24]1[O:25][CH2:26][CH2:27][CH2:28]1.[O:1]=[C:2]1[CH2:3][CH2:4][C:5](=[O:6])[N:7]1[O:8][C:9]([CH:10]([c:11]1[cH:12][cH:13][cH:14][cH:15][cH:16]1)[OH:17])=[O:18].[OH2:29]>>[C:9]([CH:10]([c:11]1[cH:12][cH:13][cH:14][cH:15][cH:16]1)[OH:17])(=[O:18])[N:21]([CH2:19][CH3:20])[CH2:22][CH3:23]. The product is C1(C=CCC1)CCN1C(NC(C(=C1OC1=CC(=CC(=C1)C)C)C(C)C)=O)=O (1-[2-(Cyclopent-2-en-1-yl)ethyl]-5-isopropyl-6-(3,5-dimethylphenoxy)-2,4-pyrimidinedione). Reported procedure: 5-Isopropyl-6-(3,5-dimethylphenoxy)-2,4-pyrimidinedione and 2-(cyclopent-2-en-1-yl)ethyl bromide were reacted by the same method with example 40 to obtain the titled compound (132 mg). Reactants: C(C)(C)C=1C(NC(NC1OC1=CC(=CC(=C1)C)C)=O)=O (5-Isopropyl-6-(3,5-dimethylphenoxy)-2,4-pyrimidinedione), C1(C=CCC1)CCBr (2-(cyclopent-2-en-1-yl)ethyl bromide). RXN SMILES: [CH:1]([C:4]1[C:5](=[O:20])[NH:6][C:7](=[O:19])[NH:8][C:9]=1[O:10][C:11]1[CH:16]=[C:15]([CH3:17])[CH:14]=[C:13]([CH3:18])[CH:12]=1)([CH3:3])[CH3:2].[CH:21]1([CH2:26][CH2:27]Br)[CH2:25][CH2:24][CH:23]=[CH:22]1>>[CH:21]1([CH2:26][CH2:27][N:8]2[C:9]([O:10][C:11]3[CH:12]=[C:13]([CH3:18])[CH:14]=[C:15]([CH3:17])[CH:16]=3)=[C:4]([CH:1]([CH3:3])[CH3:2])[C:5](=[O:20])[NH:6][C:7]2=[O:19])[CH2:25][CH2:24][CH:23]=[CH:22]1. The yield is 35.8%. As a reaction SMILES: [CH2:1]([CH3:2])[c:3]1[cH:4][c:5]([CH2:11][CH:12]([C:13](=[O:14])[OH:15])[NH:16][C:17](=[O:18])[N:19]2[CH2:20][CH2:21][CH:22]([N:25]3[C:26](=[O:36])[NH:27][c:28]4[c:29]([cH:32][cH:33][cH:34][cH:35]4)[CH2:30][CH2:31]3)[CH2:23][CH2:24]2)[cH:6][cH:7][c:8]1[CH2:9][CH3:10].[CH3:37][N:38]([CH:39]1[CH2:40][NH:41][CH2:42][CH2:43][CH2:44]1)[CH3:45]>>[CH2:1]([CH3:2])[c:3]1[cH:4][c:5]([CH2:11][CH:12]([C:13](=[O:14])[N:41]2[CH2:40][CH:39]([N:38]([CH3:37])[CH3:45])[CH2:44][CH2:43][CH2:42]2)[NH:16][C:17](=[O:18])[N:19]2[CH2:20][CH2:21][CH:22]([N:25]3[C:26](=[O:36])[NH:27][c:28]4[c:29]([cH:32][cH:33][cH:34][cH:35]4)[CH2:30][CH2:31]3)[CH2:23][CH2:24]2)[cH:6][cH:7][c:8]1[CH2:9][CH3:10]. Reactants: CCc1ccc(CC(NC(=O)N2CCC(N3CCc4ccccc4NC3=O)CC2)C(=O)O)cc1CC, CN(C)C1CCCNC1. Yields the product CCc1ccc(CC(NC(=O)N2CCC(N3CCc4ccccc4NC3=O)CC2)C(=O)N2CCCC(N(C)C)C2)cc1CC. Starting materials: C1CCOC1, CO, CC(C)(C)COCc1ccc(C#N)cc1, [H][H]. Product: CC(C)(C)COCc1ccc(CN)cc1. As a reaction SMILES: [CH2:1]1[O:2][CH2:3][CH2:4][CH2:5]1.[CH3:23][OH:24].[CH3:6][C:7]([CH2:8][O:9][CH2:10][c:11]1[cH:12][cH:13][c:14]([C:15]#[N:16])[cH:17][cH:18]1)([CH3:19])[CH3:20].[H:21][H:22]>>[CH3:6][C:7]([CH2:8][O:9][CH2:10][c:11]1[cH:12][cH:13][c:14]([CH2:15][NH2:16])[cH:17][cH:18]1)([CH3:19])[CH3:20]. Reactants: COC(=O)CCCc1ccc(OCCNc2cccnc2-c2ccccc2)cc1, CO, [Na+], C1CCOC1, [OH-]. Product: O=C(O)CCCc1ccc(OCCNc2cccnc2-c2ccccc2)cc1. Reaction SMILES: [CH3:1][O:2][C:3]([CH2:4][CH2:5][CH2:6][c:7]1[cH:8][cH:9][c:10]([O:13][CH2:14][CH2:15][NH:16][c:17]2[c:18](-[c:23]3[cH:24][cH:25][cH:26][cH:27][cH:28]3)[n:19][cH:20][cH:21][cH:22]2)[cH:11][cH:12]1)=[O:29].[CH3:32][OH:33].[Na+:31].[O:34]1[CH2:35][CH2:36][CH2:37][CH2:38]1.[OH-:30]>>[O:2]=[C:3]([CH2:4][CH2:5][CH2:6][c:7]1[cH:8][cH:9][c:10]([O:13][CH2:14][CH2:15][NH:16][c:17]2[c:18](-[c:23]3[cH:24][cH:25][cH:26][cH:27][cH:28]3)[n:19][cH:20][cH:21][cH:22]2)[cH:11][cH:12]1)[OH:29]. Starting materials: C(CCC)C=1N(C2=C(C=NC=3C=CC=CC23)N1)CCCCCC(=O)C1=CC=CC=C1 (6-(2-butyl-1H-imidazo[4,5-c]quinolin-1-yl)-1-phenylhexan-1-one), C1=CC(=CC(=C1)Cl)C(=O)OO (m-CPBA). Product: C(CCC)C=1N(C2=C(C=[N+](C=3C=CC=CC23)[O-])N1)CCCCCC(=O)C1=CC=CC=C1 (6-(2-butyl-5-oxido-1H-imidazo[4,5-c]quinolin-1-yl)-1-phenylhexan-1-one). RXN SMILES: [CH2:1]([C:5]1[N:6]([CH2:18][CH2:19][CH2:20][CH2:21][CH2:22][C:23]([C:25]2[CH:30]=[CH:29][CH:28]=[CH:27][CH:26]=2)=[O:24])[C:7]2[C:16]3[CH:15]=[CH:14][CH:13]=[CH:12][C:11]=3[N:10]=[CH:9][C:8]=2[N:17]=1)[CH2:2][CH2:3][CH3:4].C1C=C(Cl)C=C(C(OO)=[O:39])C=1>>[CH2:1]([C:5]1[N:6]([CH2:18][CH2:19][CH2:20][CH2:21][CH2:22][C:23]([C:25]2[CH:26]=[CH:27][CH:28]=[CH:29][CH:30]=2)=[O:24])[C:7]2[C:16]3[CH:15]=[CH:14][CH:13]=[CH:12][C:11]=3[N+:10]([O-:39])=[CH:9][C:8]=2[N:17]=1)[CH2:2][CH2:3][CH3:4]. Reported procedure: The general method described in Steps 9 and 10 of Example 1 was used to aminate 6-(2-butyl-1H-imidazo[4,5-c]quinolin-1-yl)-1-phenylhexan-1-one (2.19 g, 5.48 mmol) by reaction with m-CPBA (1.35 g, 6.03 mmol) to provide 6-(2-butyl-5-oxido-1H-imidazo[4,5-c]quinolin-1-yl)-1-phenylhexan-1-one followed by reaction with p-toluenesulfonyl chloride (1.15 g, 6.03 mmol) and ammonium hydroxide solution (9 mL) to provide 6-(4-amino-2-butyl-1H-imidazo[4,5-c]quinolin-1-yl)-1-phenylhexan-1-one (0.50 g) as a whi...